This data is from the Open Reaction Database (ORD), a public repository of structured organic reaction records. The task is: describe an organic reaction: reactants, conditions, products, and yield Reactants: N#Cc1c(Br)cc(Br)c(CCC(=O)O)c1Br, O=S(=O)(O)O. Yields the product NC(=O)c1c(Br)cc(Br)c(CCC(=O)O)c1Br. Reaction SMILES: [C:1](#[N:2])[c:3]1[c:4]([Br:16])[c:5]([CH2:11][CH2:12][C:13](=[O:14])[OH:15])[c:6]([Br:10])[cH:7][c:8]1[Br:9].[S:17]([OH:18])(=[O:19])(=[O:20])[OH:21]>>[C:1]([NH2:2])([c:3]1[c:4]([Br:16])[c:5]([CH2:11][CH2:12][C:13](=[O:14])[OH:15])[c:6]([Br:10])[cH:7][c:8]1[Br:9])=[O:18]. Starting materials: [Na][Na] (disodium), C([O-])(O)=O.[Na+] (sodium bicarbonate), N(=[N+]=[N-])CC1=C(C=CC=C1)CC(=O)NC1[C@@H]2N(C(=C(CS2)C(CC(=O)O)SC2=NN=NN2)C(=O)O)C1=O (7-(2-Azidomethylphenylacetamido)-3-(1-carboxymethyltetrazol-5-ylthiomethyl)-3-cephem-4-carboxylic Acid), C(=O)(O)CN1N=NN=C1S (1-carboxymethyl-5-mercaptotetrazole), N(=[N+]=[N-])CC1=C(C=CC=C1)CC(=O)NC1[C@@H]2N(C(=C(CS2)COC(C)=O)C(=O)O)C1=O (7-(2-azidomethylphenylacetamido)-3-acetoxymethyl-3-cephem-4-carboxylic acid), [H][H] (hydrogen). The reagents and catalysts are [Ni] (Raney nickel). The solvent is O (water). Run at temperature 0 celsius. Yields the product NCC1=C(C=CC=C1)CC(=O)NC1[C@@H]2N(C(=C(CS2)C(CC(=O)O)SC2=NN=NN2)C(=O)O)C1=O (7-(2-Aminomethylphenylacetamido)-3-(1-carboxymethyltetrazol-5-ylthiomethyl)-3-cephem-4-carboxylic Acid). As a reaction SMILES: [Na][Na].C(CN1C(S)=NN=N1)(O)=O.N(CC1C=CC=CC=1CC(NC1C(=O)N2C(C(O)=O)=C(COC(=O)C)CS[C@H]12)=O)=[N+]=[N-].[N:44]([CH2:47][C:48]1[CH:53]=[CH:52][CH:51]=[CH:50][C:49]=1[CH2:54][C:55]([NH:57][CH:58]1[C:79](=[O:80])[N:60]2[C:61]([C:76]([OH:78])=[O:77])=[C:62]([CH:65]([S:70][C:71]3[NH:75][N:74]=[N:73][N:72]=3)[CH2:66][C:67]([OH:69])=[O:68])[CH2:63][S:64][C@H:59]12)=[O:56])=[N+]=[N-].C(=O)(O)[O-].[Na+].[H][H]>[Ni].O>[NH2:44][CH2:47][C:48]1[CH:53]=[CH:52][CH:51]=[CH:50][C:49]=1[CH2:54][C:55]([NH:57][CH:58]1[C:79](=[O:80])[N:60]2[C:61]([C:76]([OH:78])=[O:77])=[C:62]([CH:65]([S:70][C:71]3[NH:72][N:73]=[N:74][N:75]=3)[CH2:66][C:67]([OH:69])=[O:68])[CH2:63][S:64][C@H:59]12)=[O:56] |f:4.5|. Procedure details: The aqueous filtrate from the above nucleophilic displacement with disodium salt of 1-carboxymethyl-5-mercaptotetrazole on 4.4 g. of 7-(2-azidomethylphenylacetamido)-3-acetoxymethyl-3-cephem-4-carboxylic acid in 100 ml. of water (or an aqueous solution of II that was adjusted to pH 7 with sodium bicarbonate) was placed in a hydrogenating bottle along with 4 g. of Raney nickel (washed until neutral with water) and shaken for one-half hour at room temperature and 50 psi of hydrogen (Paar hydrogena... Starting materials: N#Cc1cn(-c2ccccc2)nc1-c1ccc([N+](=O)[O-])o1, O, O=S(=O)(O)O. The product is NC(=O)c1cn(-c2ccccc2)nc1-c1ccc([N+](=O)[O-])o1. Reaction SMILES: [N+:1](=[O:2])([O-:3])[c:4]1[cH:5][cH:6][c:7](-[c:9]2[n:10][n:11](-[c:16]3[cH:17][cH:18][cH:19][cH:20][cH:21]3)[cH:12][c:13]2[C:14]#[N:15])[o:8]1.[OH2:27].[S:22]([OH:23])(=[O:24])(=[O:25])[OH:26]>>[N+:1](=[O:2])([O-:3])[c:4]1[cH:5][cH:6][c:7](-[c:9]2[n:10][n:11](-[c:16]3[cH:17][cH:18][cH:19][cH:20][cH:21]3)[cH:12][c:13]2[C:14]([NH2:15])=[O:23])[o:8]1. Product: N#CC1CCCN(C(=O)Cc2cccs2)C1. RXN SMILES: [C:30](=[O:31])([OH:32])[O-:33].[CH3:44][OH:45].[Cl:35][CH2:36][Cl:37].[ClH:17].[NH2:18][OH:19].[Na+:34].[c:20]1([P:21]([Cl:22])([Cl:23])=[O:24])[cH:25][cH:26][cH:27][cH:28][cH:29]1.[cH:38]1[cH:39][cH:40][n:41][cH:42][cH:43]1.[s:1]1[c:2]([CH2:6][C:7](=[O:8])[N:9]2[CH2:10][CH:11]([CH:15]=[O:16])[CH2:12][CH2:13][CH2:14]2)[cH:3][cH:4][cH:5]1>>[s:1]1[c:2]([CH2:6][C:7](=[O:8])[N:9]2[CH2:10][CH:11]([C:15]#[N:18])[CH2:12][CH2:13][CH2:14]2)[cH:3][cH:4][cH:5]1. Reactants: O=C([O-])O, CO, ClCCl, Cl, NO, [Na+], O=P(Cl)(Cl)c1ccccc1, c1ccncc1, O=CC1CCCN(C(=O)Cc2cccs2)C1.